From a dataset of the Open Reaction Database (ORD), a public repository of structured organic reaction records. describe an organic reaction: reactants, conditions, products, and yield Reactants: [Cl-].[Al+3].[Cl-].[Cl-] (aluminum chloride), O=C1C(=COC2=C1C=CC=C2)C#N (4-oxo-4H-1-benzopyran-3-carbonitrile), [N-]=[N+]=[N-].[Na+] (sodium azide), mixture 35, Cl (hydrochloric acid). Solvent: O1CCCC1 (tetrahydrofuran). Reaction conditions: time 23 hour. Yields the product N1N=NN=C1C1=COC2=CC=CC=C2C1=O (3-(1H-tetrazol-5-yl) chromone). RXN SMILES: [Cl-].[Al+3].[Cl-].[Cl-].[O:5]=[C:6]1[C:11]2[CH:12]=[CH:13][CH:14]=[CH:15][C:10]=2[O:9][CH:8]=[C:7]1[C:16]#[N:17].[N-:18]=[N+:19]=[N-:20].[Na+].Cl>O1CCCC1>[NH:18]1[C:16]([C:7]2[C:6](=[O:5])[C:11]3[C:10](=[CH:15][CH:14]=[CH:13][CH:12]=3)[O:9][CH:8]=2)=[N:17][N:20]=[N:19]1 |f:0.1.2.3,5.6|. Reported procedure: To 100 volume parts of dry tetrahydrofuran are added 4.28 parts of comminuted anhydrous aluminum chloride, 2.50 parts of 4-oxo-4H-1-benzopyran-3-carbonitrile and 4.18 parts of sodium azide in this order and, the whole mixture is refluxed under stirring for 23 hours. Then, to the resulting mixture 35 volume parts of 15 weight% hydrochloric acid are added, followed by distilling off tetrahydrofuran under reduced pressure. The resulting solid residue is recovered by filtration and recrystallized fr... Product: Cl, COC(=O)CNC(=O)C(N)CCSC. Reactants: COC(=O)CNC(=O)C(CCSC)NC(=O)OC(C)(C)C, Cl, C1COCCO1. RXN SMILES: [C:1]([O:2][C:3]([CH3:4])([CH3:5])[CH3:6])(=[O:7])[NH:8][CH:9]([CH2:10][CH2:11][S:12][CH3:13])[C:14](=[O:15])[NH:16][CH2:17][C:18](=[O:19])[O:20][CH3:21].[ClH:22].[O:23]1[CH2:24][CH2:25][O:26][CH2:27][CH2:28]1>>[ClH:22].[NH2:8][CH:9]([CH2:10][CH2:11][S:12][CH3:13])[C:14](=[O:15])[NH:16][CH2:17][C:18](=[O:19])[O:20][CH3:21]. Starting materials: C(C1=CC=CC=C1)OC1(CCN(CC1)CC1C(C2=CC=C(C=C2C1)O)O)CC1=CC=C(C=C1)C ((1RS, 2SR)-2-[4-benzyloxy-4-(4-methyl-benzyl)-piperidine-1-ylmethyl]-indan-1,5-diol), C(\C=C\C(=O)O)(=O)O (fumaric acid). Solvent: CCO (EtOH). Run at time 2 hour. The product is C(\C=C\C(=O)O)(=O)O.OC1(CCN(CC1)CC1C(C2=CC=C(C=C2C1)O)O)CC1=CC=C(C=C1)C ((1RS, 2SR)-2-[4-hydroxy-4-(4-methyl-benzyl)-piperidine-1-ylmethyl]-indan-1,5-diol fumaric acid salt). RXN SMILES: C([O:8][C:9]1([CH2:27][C:28]2[CH:33]=[CH:32][C:31]([CH3:34])=[CH:30][CH:29]=2)[CH2:14][CH2:13][N:12]([CH2:15][CH:16]2[CH2:24][C:23]3[C:18](=[CH:19][CH:20]=[C:21]([OH:25])[CH:22]=3)[CH:17]2[OH:26])[CH2:11][CH2:10]1)C1C=CC=CC=1.[C:35]([OH:42])(=[O:41])/[CH:36]=[CH:37]/[C:38]([OH:40])=[O:39]>CCO>[C:35]([OH:42])(=[O:41])/[CH:36]=[CH:37]/[C:38]([OH:40])=[O:39].[OH:8][C:9]1([CH2:27][C:28]2[CH:33]=[CH:32][C:31]([CH3:34])=[CH:30][CH:29]=2)[CH2:14][CH2:13][N:12]([CH2:15][CH:16]2[CH2:24][C:23]3[C:18](=[CH:19][CH:20]=[C:21]([OH:25])[CH:22]=3)[CH:17]2[OH:26])[CH2:11][CH2:10]1 |f:3.4|. Reported procedure: (1RS,2RS) and (1RS, 2SR)-2-[4-benzyloxy-4-(4-methyl-benzyl)-piperidine-1-ylmethyl]-indan-1,5-diol (674 mg, 1.84 mmol) was taken up in EtOH (20 ml), fumaric acid (106 mg, 0.92 mmol) was added and the mixture stirred for 2 hr at RT, after evaporation of the solvent, (1RS,2RS) and (1RS, 2SR)-2-[4-hydroxy-4-(4-methyl-benzyl)-piperidine-1-ylmethyl]-indan-1,5-diol fumaric acid salt was obtained as a white foam (0.78 g, quant.), MS m/e=368.2 (M+H+). Starting materials: CN(C)CCCOc1ccccc1C=O, Cc1ccccc1, Nc1ccccc1, O. Product: CN(C)CCCOc1ccccc1C=Nc1ccccc1. As a reaction SMILES: [CH3:1][N:2]([CH2:3][CH2:4][CH2:5][O:6][c:7]1[c:8]([CH:9]=[O:10])[cH:11][cH:12][cH:13][cH:14]1)[CH3:15].[CH3:24][c:25]1[cH:26][cH:27][cH:28][cH:29][cH:30]1.[NH2:16][c:17]1[cH:18][cH:19][cH:20][cH:21][cH:22]1.[OH2:23]>>[CH3:1][N:2]([CH2:3][CH2:4][CH2:5][O:6][c:7]1[c:8]([CH:9]=[N:16][c:17]2[cH:18][cH:19][cH:20][cH:21][cH:22]2)[cH:11][cH:12][cH:13][cH:14]1)[CH3:15].